This data is from the Open Reaction Database (ORD), a public repository of structured organic reaction records. The task is: describe an organic reaction: reactants, conditions, products, and yield The reactants are CCc1ccccc1B(O)O, CC#N, COC(=O)c1ccc2c(c1)OCCn1cc(I)nc1-2, [Na+], [Na+], O=C([O-])[O-], c1ccc(P(c2ccccc2)(c2ccccc2)[Pd](P(c2ccccc2)(c2ccccc2)c2ccccc2)(P(c2ccccc2)(c2ccccc2)c2ccccc2)P(c2ccccc2)(c2ccccc2)c2ccccc2)cc1. The product is CCc1ccccc1-c1cn2c(n1)-c1ccc(C(=O)OC)cc1OCC2. As a reaction SMILES: [CH2:20]([CH3:21])[c:22]1[c:23]([B:28]([OH:29])[OH:30])[cH:24][cH:25][cH:26][cH:27]1.[CH3:31][C:32]#[N:33].[I:1][c:2]1[n:3][c:4]2[n:5]([cH:19]1)[CH2:6][CH2:7][O:8][c:9]1[c:10]-2[cH:11][cH:12][c:13]([C:15](=[O:16])[O:17][CH3:18])[cH:14]1.[Na+:34].[Na+:35].[O-:36][C:37](=[O:38])[O-:39].[cH:40]1[cH:41][cH:42][c:43]([P:44]([Pd:45]([P:46]([c:47]2[cH:48][cH:49][cH:50][cH:51][cH:52]2)([c:53]2[cH:54][cH:55][cH:56][cH:57][cH:58]2)[c:59]2[cH:60][cH:61][cH:62][cH:63][cH:64]2)([P:65]([c:66]2[cH:67][cH:68][cH:69][cH:70][cH:71]2)([c:72]2[cH:73][cH:74][cH:75][cH:76][cH:77]2)[c:78]2[cH:79][cH:80][cH:81][cH:82][cH:83]2)[P:84]([c:85]2[cH:86][cH:87][cH:88][cH:89][cH:90]2)([c:91]2[cH:92][cH:93][cH:94][cH:95][cH:96]2)[c:97]2[cH:98][cH:99][cH:100][cH:101][cH:102]2)([c:103]2[cH:104][cH:105][cH:106][cH:107][cH:108]2)[c:109]2[cH:110][cH:111][cH:112][cH:113][cH:114]2)[cH:115][cH:116]1>>[c:2]1(-[c:23]2[c:22]([CH2:20][CH3:21])[cH:27][cH:26][cH:25][cH:24]2)[n:3][c:4]2[n:5]([cH:19]1)[CH2:6][CH2:7][O:8][c:9]1[c:10]-2[cH:11][cH:12][c:13]([C:15](=[O:16])[O:17][CH3:18])[cH:14]1.